This data is from the Open Reaction Database (ORD), a public repository of structured organic reaction records. The task is: describe an organic reaction: reactants, conditions, products, and yield Starting materials: C(CCC#C)(=O)O (4-pentynoic acid), BrC1=CC=C(C#N)C=C1 (4-bromobenzonitrile), N1CCCCC1 (piperidine). The reagents and catalysts are [Pd].C1(=CC=CC=C1)P(C1=CC=CC=C1)C1=CC=CC=C1.C1(=CC=CC=C1)P(C1=CC=CC=C1)C1=CC=CC=C1.C1(=CC=CC=C1)P(C1=CC=CC=C1)C1=CC=CC=C1.C1(=CC=CC=C1)P(C1=CC=CC=C1)C1=CC=CC=C1 (tetrakis(triphenylphosphine) palladium(0)). The solvent is C(C)(=O)OCC (ethyl acetate). Reaction conditions: temperature 80 celsius. The product is C(#N)C1=CC=C(C=C1)C#CCCC(=O)O (5-(p-cyanophenyl)-4-pentynoic acid). Reaction SMILES: [C:1]([OH:7])(=[O:6])[CH2:2][CH2:3][C:4]#[CH:5].Br[C:9]1[CH:16]=[CH:15][C:12]([C:13]#[N:14])=[CH:11][CH:10]=1.N1CCCCC1>C(OCC)(=O)C.[Pd].C1(P(C2C=CC=CC=2)C2C=CC=CC=2)C=CC=CC=1.C1(P(C2C=CC=CC=2)C2C=CC=CC=2)C=CC=CC=1.C1(P(C2C=CC=CC=2)C2C=CC=CC=2)C=CC=CC=1.C1(P(C2C=CC=CC=2)C2C=CC=CC=2)C=CC=CC=1>[C:13]([C:12]1[CH:15]=[CH:16][C:9]([C:5]#[C:4][CH2:3][CH2:2][C:1]([OH:7])=[O:6])=[CH:10][CH:11]=1)#[N:14] |f:4.5.6.7.8|. Procedure: A solution of 4-pentynoic acid (2.15 g, 22 mmol), 4-bromobenzonitrile (3.64 g, 20 mmol), and piperidine (40 mL) was degassed by bubbling nitrogen through the solution for 5 min. prior to the addition of tetrakis(triphenylphosphine) palladium(0) (240 mg, 0.2 mmol). The reaction vial was sealed and warmed to 80° C. for 1.5 hours. After cooling to 23° C., the reaction mixture was diluted with ethyl acetate (200 mL), filtered, and concentrated in vacuo. The residue was diluted with ethyl acetate (30... Starting materials: C(C1=CC=CC=C1)(=S)S (Dithiobenzoic acid), C1(=CC=CC=C1)[Mg]Br (phenylmagnesium bromide), C(=S)=S (carbon disulfide), C(C)OCC (diethyl ether). Run in O1CCCC1 (tetrahydrofuran). Conditions: time 1 hour. Product: C(C1=CC=CC=C1)(=S)SC(C)(C)C1=CC=CC=C1 (cumyl dithiobenzoate). RXN SMILES: [C:1]1([Mg]Br)[CH:6]=[CH:5][CH:4]=[CH:3][CH:2]=1.[C:9](=S)=S.[C:12]([SH:20])(=[S:19])[C:13]1[CH:18]=[CH:17][CH:16]=[CH:15][CH:14]=1.C(O[CH2:24][CH3:25])C>O1CCCC1>[C:12]([S:20][C:24]([C:1]1[CH:6]=[CH:5][CH:4]=[CH:3][CH:2]=1)([CH3:25])[CH3:9])(=[S:19])[C:13]1[CH:18]=[CH:17][CH:16]=[CH:15][CH:14]=1. Procedure: 100 ml of a 3 M phenylmagnesium bromide solution in diethyl ether were added to 35 g of carbon disulfide in 150 ml of tetrahydrofuran (THF), while maintaining the temperature below 40° C. After one hour, the reaction was terminated by adding 50 ml of water. Ether and THF were removed by a rotary evaporator, after which the mixture obtained was transferred into a 500 ml separating funnel by adding 150 ml of water. 50 ml of heptane and 40 g of α-methylstyrene were added thereto, Concentrated aqueo...